From a dataset of the Open Reaction Database (ORD), a public repository of structured organic reaction records. describe an organic reaction: reactants, conditions, products, and yield Starting materials: C1(CCCC1)OC=1C=C(CC=2OC3=C(N2)C=C(C=C3CC(=O)O)Cl)C=CC1OC (2-(3-cyclopentyloxy-4-methoxybenzyl)-5-chlorobenzoxazole-7-acetic acid), C(=O)(N1C=NC=C1)N1C=NC=C1 (1,1′-carbonyl diimidazole), [NH4+].[OH-] (NH4OH). The solvent is O1CCCC1 (tetrahydrofuran), O1CCCC1 (tetrahydrofuran). Conditions: time 1 hour. Product: C1(CCCC1)OC=1C=C(CC=2OC3=C(N2)C=C(C=C3CC(=O)N)Cl)C=CC1OC (2-(3-Cyclopentyloxy-4-methoxybenzyl)-5-chlorobenzoxazole-7-acetamide). Isolated yield 76.1%. Reaction SMILES: C(N1C=CN=C1)([N:3]1C=CN=C1)=O.[CH:13]1([O:18][C:19]2[CH:20]=[C:21]([CH:37]=[CH:38][C:39]=2[O:40][CH3:41])[CH2:22][C:23]2[O:24][C:25]3[C:31]([CH2:32][C:33]([OH:35])=O)=[CH:30][C:29]([Cl:36])=[CH:28][C:26]=3[N:27]=2)[CH2:17][CH2:16][CH2:15][CH2:14]1.[NH4+].[OH-]>O1CCCC1>[CH:13]1([O:18][C:19]2[CH:20]=[C:21]([CH:37]=[CH:38][C:39]=2[O:40][CH3:41])[CH2:22][C:23]2[O:24][C:25]3[C:31]([CH2:32][C:33]([NH2:3])=[O:35])=[CH:30][C:29]([Cl:36])=[CH:28][C:26]=3[N:27]=2)[CH2:14][CH2:15][CH2:16][CH2:17]1 |f:2.3|. Reported procedure: A solution of 1,1′-carbonyl diimidazole (0.31 g, 0.0019 mol) was dissolved in 15 ml of tetrahydrofuran and 2-(3-cyclopentyloxy-4-methoxybenzyl)-5-chlorobenzoxazole-7-acetic acid (1.14 g, 0.0027 mol) was added in a tetrahydrofuran (THF) solution. After stirring for 1 hour, the reaction mixture was treated with 2 ml of concentrated NH4OH and stirred a further 3.5 hours. The tetrahydrofuran was removed under reduced pressure and the remaining material was extracted with CH2Cl2. The organic layer wa...